This data is from the Open Reaction Database (ORD), a public repository of structured organic reaction records. The task is: describe an organic reaction: reactants, conditions, products, and yield Solvent: CN(C(C)=O)C (N,N-dimethylacetamide). The product is C(C1=CC=CC=C1)OC1=C(N)C=C(C(=C1)[N+](=O)[O-])OC1=CC=C(C=C1)C(C)(C)CC (2-benzyloxy-5-(4-t-pentylphenoxy)-4-nitro-aniline). Yield: 91.0%. Starting materials: C(C)(C)(CC)C1=CC=C(C=C1)O (4-t-pentylphenol), [OH-].[K+] (KOH), C1(=CC=CC=C1)C (toluene), NC1=C(C=C(C(=C1)Cl)[N+](=O)[O-])O (2-amino-4-chloro-5-nitrophenol). Run at temperature 90 celsius. As a reaction SMILES: [C:1]([C:6]1[CH:11]=[CH:10][C:9]([OH:12])=[CH:8][CH:7]=1)([CH2:4][CH3:5])([CH3:3])[CH3:2].[C:13]1([CH3:19])[CH:18]=[CH:17][CH:16]=[CH:15][CH:14]=1.[NH2:20][C:21]1[CH:26]=[C:25](Cl)[C:24]([N+:28]([O-:30])=[O:29])=[CH:23][C:22]=1[OH:31].[OH-].[K+]>CN(C)C(=O)C>[CH2:19]([O:31][C:22]1[CH:23]=[C:24]([N+:28]([O-:30])=[O:29])[C:25]([O:12][C:9]2[CH:8]=[CH:7][C:6]([C:1]([CH2:4][CH3:5])([CH3:2])[CH3:3])=[CH:11][CH:10]=2)=[CH:26][C:21]=1[NH2:20])[C:13]1[CH:18]=[CH:17][CH:16]=[CH:15][CH:14]=1 |f:3.4|. Procedure details: In a 500-ml flask, place 32.0 g (0.15 m×1.3) of 4-t-pentylphenol, 250 ml of toluene, 15 ml of N,N-dimethylacetamide, and 1 1.22 g (0.15 m×1.2@90%) of KOH flakes. Heat the mixture under reflux with Dean-Stark trap to collect approximately 5 ml of water and 20 ml of toluene over 1 hr. Cool white slurry mixture to 90° C., and add 41.8 g (0.15 m) of 2-benzyloxy-5-chloro-4-nitroaniline (2) and 1 g of tetrabutylammonium bromide. Heat under reflux for 1 hr. Addition of 1 g of phase transfer agent, tetr... Reactants: COC=1C=C(C=C(C(=O)[O-])C(=O)C)C=CC1OC (2-(3,4-dimethoxybenzylidene)acetoacetate), COC(\C=C(\C)/N)=O (3-amino-crotonic acid methyl ester), O (water), C1(=CC=CC=C1)C (toluene). The product is COC=1C=C(C=CC1OC)C1C(=C(NC(=C1C(=O)OC)C)C)C(=O)OC (dimethyl 1,4-dihydro-4-(3,4-dimethoxyphenyl)-2,6-dimethyl-3,5-pyridinedicarboxylate). The yield is 63.0%. RXN SMILES: [CH3:1][O:2][C:3]1[CH:4]=[C:5]([CH:14]=[CH:15][C:16]=1[O:17][CH3:18])[CH:6]=[C:7]([C:11]([CH3:13])=O)[C:8]([O-:10])=[O:9].[CH3:19][O:20][C:21](=[O:26])/[CH:22]=[C:23](\[NH2:25])/[CH3:24].O.[C:28]1(C)C=CC=CC=1>>[CH3:1][O:2][C:3]1[CH:4]=[C:5]([CH:6]2[C:22]([C:21]([O:20][CH3:19])=[O:26])=[C:23]([CH3:24])[NH:25][C:11]([CH3:13])=[C:7]2[C:8]([O:10][CH3:28])=[O:9])[CH:14]=[CH:15][C:16]=1[O:17][CH3:18]. Reported procedure: A solution of 5.0 g (18.9 mmol) 2-(3,4-dimethoxybenzylidene)acetoacetate and 2.18 g (18.9 mmol) 3-amino-crotonic acid methyl ester in 100 ml toluene was heated in a Dean-Stark apparatus for water removal, the solvent was distilled off from the reaction mixture, and the residue was purified by column chromatography (SiO2 /CHCl3), giving 4.30 g (63%) of dimethyl 1,4-dihydro-4-(3,4-dimethoxyphenyl)-2,6-dimethyl-3,5-pyridinedicarboxylate as whitish yellow crystals. M.P.: 153.5°-155° C. Reactants: O=C([O-])[O-], CN1CCCC1=O, CCN(C(C)C)C(C)C, Clc1ncc(Cl)c(Cl)n1, [K+], [K+], CNC(=O)c1cc(C)ccc1N, CN(C)C=O. Product: CNC(=O)c1cc(C)ccc1Nc1nc(Cl)ncc1Cl. As a reaction SMILES: [C:13](=[O:14])([O-:15])[O-:16].[CH3:42][N:43]1[CH2:44][CH2:45][CH2:46][C:47]1=[O:48].[CH:19]([N:20]([CH:21]([CH3:22])[CH3:23])[CH2:24][CH3:25])([CH3:26])[CH3:27].[Cl:28][c:29]1[n:30][cH:31][c:32]([Cl:36])[c:33]([Cl:35])[n:34]1.[K+:17].[K+:18].[NH2:1][c:2]1[c:3]([C:4](=[O:5])[NH:6][CH3:7])[cH:8][c:9]([CH3:12])[cH:10][cH:11]1.[O:37]=[CH:38][N:39]([CH3:40])[CH3:41]>>[NH:1]([c:2]1[c:3]([C:4](=[O:5])[NH:6][CH3:7])[cH:8][c:9]([CH3:12])[cH:10][cH:11]1)[c:33]1[c:32]([Cl:36])[cH:31][n:30][c:29]([Cl:28])[n:34]1. Reactants: ClC=1C=C2C(=NC1)N(C=C2C2=NC=C(C(=N2)N[C@@H]2CNCCC2)F)S(=O)(=O)C2=CC=C(C=C2)C (2-[5-chloro-1-(p-tolylsulfonyl)pyrrolo[5,4-b]pyridin-3-yl]-5-fluoro-N-[(3S)-3-piperidyl]pyrimidin-4-amine), ClC=1C=C2C(=NC1)N(C=C2C2=NC=C(C(=N2)N[C@@H]2CNCCC2)F)S(=O)(=O)C2=CC=C(C)C=C2 ((S)-2-(5-chloro-1-tosyl-1H-pyrrolo[2,3-b]pyridin-3-yl)-5-fluoro-N-(piperidin-3-yl)pyrimidin-4-amine), COCC1OC1 (2-(methoxymethyl)oxirane). Run in C(C)O (ethanol). Run at temperature 140 celsius. The product is ClC=1C=C2C(=NC1)N(C=C2C2=NC=C(C(=N2)NC2N(CCCC2)C([C@H](C)O)OC)F)S(=O)(=O)C2=CC=C(C)C=C2 ((S)-3-((2-(5-chloro-1-tosyl-1H-pyrrolo[2,3-b]pyridin-3-yl)-5-fluoropyrimidin-4-ylamino)piperidin-1-yl)-3-methoxypropan-2-ol). Reaction SMILES: [Cl:1][C:2]1[CH:3]=[C:4]2[C:10]([C:11]3[N:16]=[C:15]([NH:17][C@H]4CCCNC4)[C:14]([F:24])=[CH:13][N:12]=3)=[CH:9][N:8]([S:25]([C:28]3[CH:33]=[CH:32][C:31]([CH3:34])=[CH:30][CH:29]=3)(=[O:27])=[O:26])[C:5]2=[N:6][CH:7]=1.[CH3:35][O:36][CH2:37][CH:38]1[CH2:40][O:39]1>C(O)C>[Cl:1][C:2]1[CH:3]=[C:4]2[C:10]([C:11]3[N:16]=[C:15]([NH:17][CH:5]4[CH2:4][CH2:3][CH2:2][CH2:7][N:6]4[CH:37]([O:36][CH3:35])[C@@H:38]([OH:39])[CH3:40])[C:14]([F:24])=[CH:13][N:12]=3)=[CH:9][N:8]([S:25]([C:28]3[CH:33]=[CH:32][C:31]([CH3:34])=[CH:30][CH:29]=3)(=[O:26])=[O:27])[C:5]2=[N:6][CH:7]=1. Procedure: To a solution of 2-[5-chloro-1-(p-tolylsulfonyl)pyrrolo[5,4-b]pyridin-3-yl]-5-fluoro-N-[(3S)-3-piperidyl]pyrimidin-4-amine, 1c, (0.20 g, 0.40 mmol) in ethanol was added 2-(methoxymethyl)oxirane (0.04 mL, 0.40 mmol). The reaction mixture was heated in a microwave reactor at 140° C. for 5 minutes. The reaction was evaporated to dryness and the resulting residue was purified via silica gel chromatography (0-10% MeOH: CH2Cl2) to afford the desired product (1d).